This data is from the Open Reaction Database (ORD), a public repository of structured organic reaction records. The task is: describe an organic reaction: reactants, conditions, products, and yield The reactants are C1(C=CCCC1)OC=1C(=NC=CC1)NC=1SC=C(N1)C (3-(Cyclohex-2-enyloxy)-N-(4-methylthiazol-2-yl)pyridin-2-amine), CC(=O)[O-].[Na+] (NaOAc), CC1=CC=C(C=C1)S(=O)(=O)NN (4-methylbenzenesulfonohydrazide), CC1=CC=C(C=C1)S(=O)(=O)NN (4-methylbenzenesulfonohydrazide). Run in O (water), C(OC)COC (dimethoxyethane). The product is C1(CCCCC1)OC=1C(=NC=CC1)NC=1SC=C(N1)C (3-(cyclohexyloxy)-N-(4-methylthiazol-2-yl)pyridin-2-amine). Yield: 55.3%. RXN SMILES: [CH:1]1([O:7][C:8]2[C:9]([NH:14][C:15]3[S:16][CH:17]=[C:18]([CH3:20])[N:19]=3)=[N:10][CH:11]=[CH:12][CH:13]=2)[CH2:6][CH2:5][CH2:4][CH:3]=[CH:2]1.CC1C=CC(S(NN)(=O)=O)=CC=1.CC([O-])=O.[Na+]>C(COC)OC.O>[CH:1]1([O:7][C:8]2[C:9]([NH:14][C:15]3[S:16][CH:17]=[C:18]([CH3:20])[N:19]=3)=[N:10][CH:11]=[CH:12][CH:13]=2)[CH2:2][CH2:3][CH2:4][CH2:5][CH2:6]1 |f:2.3|. Procedure: 3-(Cyclohex-2-enyloxy)-N-(4-methylthiazol-2-yl)pyridin-2-amine (0.115 g, 0.400 mmol) and 4-methylbenzenesulfonohydrazide (1.12 g, 6.00 mmol) were placed in dimethoxyethane (5 mL). NaOAc (0.492 g, 6.00 mmol) was dissolved in water (2 mL) and added to the above solution and refluxed. Additional 4-methylbenzenesulfonohydrazide (1.12 g, 6.00 mmol) was added and the reaction mixture was refluxed overnight. An aqueous work up was done and the crude material was purified by silica gel chromatography to... Reactants: C(C1=CC=CC=C1)OC1=CC2=C(OC3(CC3)C2=O)C=C1 (5-Benzyloxyspiro[benzo[b]furan-2(3H),1'-cyclopropane]-3-one). The solvent is CO (methanol). The product is OC1=CC2=C(OC3(CC3)C2=O)C=C1 (5-hydroxyspiro[benzo[b]furan-2(3H),1'-cyclopropane]-3-one). Reaction SMILES: C([O:8][C:9]1[CH:20]=[CH:19][C:12]2[O:13][C:14]3([C:17](=[O:18])[C:11]=2[CH:10]=1)[CH2:16][CH2:15]3)C1C=CC=CC=1>CO>[OH:8][C:9]1[CH:20]=[CH:19][C:12]2[O:13][C:14]3([C:17](=[O:18])[C:11]=2[CH:10]=1)[CH2:16][CH2:15]3. Procedure details: 5-Benzyloxyspiro[benzo[b]furan-2(3H),1'-cyclopropane]-3-one (3.3 g.) was debenzylated by catalytic reduction in methanol. By this procedure there was obtained 5-hydroxyspiro[benzo[b]furan-2(3H),1'-cyclopropane]-3-one as pale yellow needles, m.p. 180°-185° C. Yield 1.8 g. The reactants are Cl.C1=CC(=C2C=CC=C3C4=CC=CC=C4C1=C23)CNC(CO)(CO)C (2-((3-Fluoranthenylmethyl)amino)-2-methyl-1,3-propanediol hydrochloride), C1=CC=C2C=CC=C3C4=CC(=CC=C4C1=C23)C=O (8-fluoranthenecarbaldehyde), CC(CO)(CO)N (2-methyl-2-amino-1,3-propanediol). Product: Cl.C1=CC=C2C=CC=C3C4=CC(=CC=C4C1=C23)CNC(CO)(CO)C (2-((8-fluoranthenylmethyl)amino)-2-methyl-1,3-propanediol hydrochloride). As a reaction SMILES: [ClH:1].[CH:2]1[C:16]2=[C:17]3[C:9]([C:10]4[C:15]2=[CH:14][CH:13]=[CH:12][CH:11]=4)=[CH:8][CH:7]=[CH:6][C:5]3=[C:4]([CH2:18][NH:19][C:20]([CH3:25])([CH2:23][OH:24])[CH2:21][OH:22])[CH:3]=1.C1C2=C3C(C4C2=CC=C(C=O)C=4)=CC=CC3=CC=1.CC(N)(CO)CO>>[ClH:1].[CH:14]1[C:15]2=[C:10]3[C:9]([C:17]4[C:16]2=[CH:2][CH:3]=[C:4]([CH2:18][NH:19][C:20]([CH3:25])([CH2:23][OH:24])[CH2:21][OH:22])[CH:5]=4)=[CH:8][CH:7]=[CH:6][C:11]3=[CH:12][CH:13]=1 |f:0.1,4.5|. Reported procedure: Using the reductive amination procedure outlined in 1D, 8-fluoranthenecarbaldehyde (1C) and 2-methyl-2-amino-1,3-propanediol (Aldrich) gave 2-((8-fluoranthenylmethyl)amino)-2-methyl-1,3-propanediol hydrochloride mp 233°-234.5° (dec), (CH3OH/Et2O), (C, H, Cl, N). Reactants: C(C1=CC=CC=C1)OC1=CC(=C(N)C=C1)[N+](=O)[O-] (4-benzyloxy-2-nitroaniline), Cl (hydrochloric acid). Reagents/catalysts: [Zn] (zinc), [Zn] (zinc). Run in C(C)(=O)O (acetic acid). Reaction conditions: time 15 minute. Yields the product C(C1=CC=CC=C1)OC1=CC(=C(C=C1)N)N (4-benzyloxy-1,2-phenylenediamine). The yield is 99.2%. RXN SMILES: [CH2:1]([O:8][C:9]1[CH:15]=[CH:14][C:12]([NH2:13])=[C:11]([N+:16]([O-])=O)[CH:10]=1)[C:2]1[CH:7]=[CH:6][CH:5]=[CH:4][CH:3]=1.Cl>C(O)(=O)C.[Zn]>[CH2:1]([O:8][C:9]1[CH:15]=[CH:14][C:12]([NH2:13])=[C:11]([NH2:16])[CH:10]=1)[C:2]1[CH:3]=[CH:4][CH:5]=[CH:6][CH:7]=1. Reported procedure: To a solution of 4-benzyloxy-2-nitroaniline (2.31 g, 9.46 mmol) in acetic acid (50 ml) was added conc. hydrochloric acid (1 ml), and gradually added zinc powder (2.16 g, 0.330 mmol) with ice-cooling and the mixture was stirred for 15 minutes, and further added gradually zinc powder (2.16 g, 0.33 mmol) and stirred for 20 minutes. The reaction solution was filtered with celite, and the filtrate was concentrated in vacuo. The resulting residue was dissolved in chloroform and neutralized with a satu... Starting materials: ClC1=C(C=C(C(=N1)N)[N+](=O)[O-])C (6-chloro-5-methyl-3-nitro-2-pyridineamine), crude product, O (Water), FC(CO)(F)F (2,2,2-Trifluoroethanol), [H-].[Na+] (sodium hydride). Solvent: O1CCCC1 (tetrahydrofuran), O1CCCC1 (tetrahydrofuran). Reaction conditions: time 30 minute. Product: CC=1C=C(C(=NC1OCC(F)(F)F)N)[N+](=O)[O-] (5-Methyl-3-nitro-6-(2,2,2-trifluoroethoxy)-2-pyridinamine). RXN SMILES: [F:1][C:2]([F:6])([F:5])[CH2:3][OH:4].[H-].[Na+].Cl[C:10]1[N:15]=[C:14]([NH2:16])[C:13]([N+:17]([O-:19])=[O:18])=[CH:12][C:11]=1[CH3:20].O>O1CCCC1>[CH3:20][C:11]1[CH:12]=[C:13]([N+:17]([O-:19])=[O:18])[C:14]([NH2:16])=[N:15][C:10]=1[O:4][CH2:3][C:2]([F:6])([F:5])[F:1] |f:1.2|. Procedure: 2,2,2-Trifluoroethanol (340 mg, 3.4 mmol) was dissolved in the tetrahydrofuran (10 ml), sodium hydride (60%) (120 mg, 3.0 mmol) was added thereto, and the reaction mixture was stirred for 30 minutes at room temperature under nitrogen atmosphere. A solution of 6-chloro-5-methyl-3-nitro-2-pyridineamine crude product (400 mg) in tetrahydrofuran (10 ml) was dropped, and the reaction mixture was stirred at room temperature for 2.5 days. Water was added to the reaction solution and extracted with ethy... Reactants: C(C)(=O)OCC (ethyl acetate), C(=O)(O)[O-].[Na+] (NaHCO3), COCOC1=CC=C2C(C(COC2=C1)(C)C1=CC=C(C=C1)OCOC)CCCCCCCCCS(=O)(=O)NCCCC(C(F)(F)F)(F)F (7-Methoxymethoxy-3-(4-methoxymethoxyphenyl)-3-methyl-4-[9-(4,4,5,5,5-pentafluoropentylaminosulfonyl)nonyl]chroman), CCCCCC (n-hexane). The solvent is C1CCOC1 (THF), C(C)(C)O (isopropanol), Cl (HCl). Conditions: time 3 day. Yields the product OC1=CC=C2C(C(COC2=C1)(C)C1=CC=C(C=C1)O)CCCCCCCCCS(=O)(=O)NCCCC(C(F)(F)F)(F)F ((3RS,4RS)-7-hydroxy-3-(4-hydroxyphenyl)-3-methyl-4-[9-(4,4,5,5,5-pentafluoropentylaminosulfonyl)nonyl]chroman). Yield: 11.1%. As a reaction SMILES: COC[O:4][C:5]1[CH:14]=[C:13]2[C:8]([CH:9]([CH2:26][CH2:27][CH2:28][CH2:29][CH2:30][CH2:31][CH2:32][CH2:33][CH2:34][S:35]([NH:38][CH2:39][CH2:40][CH2:41][C:42]([F:48])([F:47])[C:43]([F:46])([F:45])[F:44])(=[O:37])=[O:36])[C:10]([C:16]3[CH:21]=[CH:20][C:19]([O:22]COC)=[CH:18][CH:17]=3)([CH3:15])[CH2:11][O:12]2)=[CH:7][CH:6]=1.C([O-])(O)=O.[Na+].CCCCCC.C(OCC)(=O)C>C1COCC1.C(O)(C)C.Cl>[OH:4][C:5]1[CH:14]=[C:13]2[C:8]([CH:9]([CH2:26][CH2:27][CH2:28][CH2:29][CH2:30][CH2:31][CH2:32][CH2:33][CH2:34][S:35]([NH:38][CH2:39][CH2:40][CH2:41][C:42]([F:47])([F:48])[C:43]([F:44])([F:45])[F:46])(=[O:36])=[O:37])[C:10]([C:16]3[CH:17]=[CH:18][C:19]([OH:22])=[CH:20][CH:21]=3)([CH3:15])[CH2:11][O:12]2)=[CH:7][CH:6]=1 |f:1.2|. Procedure: 7-Methoxymethoxy-3-(4-methoxymethoxyphenyl)-3-methyl-4-[9-(4,4,5,5,5-pentafluoropentylaminosulfonyl)nonyl]chroman (8.0 mg, 0.0113 mmol) was dissolved in a solvent mixture of THF (0.2 ml) and isopropanol (0.2 ml), 5N-HCl aqueous solution (0.6 ml) was added dropwise thereto, and the mixture was stirred at room temperature for 3 days. After the reaction was completed, the mixture was cooled, and then saturated aqueous NaHCO3 solution was added thereto. The resulting mixture was extracted with chlor... Product: Cc1cc(C(C)C)cc(C)c1CCl. The reactants are Cc1cc(C(C)C)cc(C)c1CO, O, O=S(Cl)Cl, c1ccccc1. As a reaction SMILES: [CH3:5][c:6]1[c:7]([CH2:8][OH:9])[c:10]([CH3:17])[cH:11][c:12]([CH:14]([CH3:15])[CH3:16])[cH:13]1.[OH2:24].[S:1]([Cl:2])([Cl:3])=[O:4].[cH:18]1[cH:19][cH:20][cH:21][cH:22][cH:23]1>>[Cl:3][CH2:8][c:7]1[c:6]([CH3:5])[cH:13][c:12]([CH:14]([CH3:15])[CH3:16])[cH:11][c:10]1[CH3:17].